Dataset: the Open Reaction Database (ORD), a public repository of structured organic reaction records. Task: describe an organic reaction: reactants, conditions, products, and yield The reactants are CN(C)C1CCC(O)(c2cccc(Br)c2F)CC1, Cc1ccccc1. Yields the product CN(C)C1CC=C(c2cccc(Br)c2F)CC1. RXN SMILES: [Br:1][c:2]1[c:3]([F:18])[c:4]([C:8]2([OH:17])[CH2:9][CH2:10][CH:11]([N:14]([CH3:15])[CH3:16])[CH2:12][CH2:13]2)[cH:5][cH:6][cH:7]1.[CH3:19][c:20]1[cH:21][cH:22][cH:23][cH:24][cH:25]1>>[Br:1][c:2]1[c:3]([F:18])[c:4]([C:8]2=[CH:9][CH2:10][CH:11]([N:14]([CH3:15])[CH3:16])[CH2:12][CH2:13]2)[cH:5][cH:6][cH:7]1.